Dataset: the Open Reaction Database (ORD), a public repository of structured organic reaction records. Task: describe an organic reaction: reactants, conditions, products, and yield The reactants are ClCC(=O)C1(CCCCC1)C1=CC=C(C=C1)Cl (2-chloro-1-[1-(4-chloro-phenyl)-cyclohexyl]-ethanone), [I-].[Na+] (sodium iodide), O1CCN(CC1)CCCNC(=S)N (1-(3-morpholinopropyl)-2-thiourea). Solvent: C(O)([O-])=O.[Na+] (sodium hydrogen carbonate), O (water), CC(=O)C (acetone). Run at temperature 50 celsius. Yields the product ClC1=CC=C(C=C1)C1(CCCCC1)C=1N=C(SC1)NCCCN1CCOCC1 ({4-[1-(4-chloro-phenyl)-cyclohexyl]-thiazol-2-yl}-(3-morpholin-4-yl-propyl)-amine). As a reaction SMILES: Cl[CH2:2][C:3]([C:5]1([C:11]2[CH:16]=[CH:15][C:14]([Cl:17])=[CH:13][CH:12]=2)[CH2:10][CH2:9][CH2:8][CH2:7][CH2:6]1)=O.[I-].[Na+].[O:20]1[CH2:25][CH2:24][N:23]([CH2:26][CH2:27][CH2:28][NH:29][C:30]([NH2:32])=[S:31])[CH2:22][CH2:21]1>CC(C)=O.C(=O)([O-])O.[Na+].O>[Cl:17][C:14]1[CH:15]=[CH:16][C:11]([C:5]2([C:3]3[N:32]=[C:30]([NH:29][CH2:28][CH2:27][CH2:26][N:23]4[CH2:22][CH2:21][O:20][CH2:25][CH2:24]4)[S:31][CH:2]=3)[CH2:10][CH2:9][CH2:8][CH2:7][CH2:6]2)=[CH:12][CH:13]=1 |f:1.2,5.6|. Procedure details: A solution of 2-chloro-1-[1-(4-chloro-phenyl)-cyclohexyl]-ethanone (191.5 mg, 0.71 mmol) and sodium iodide (105.8 mg, 0.71 mmol) in acetone (5 mL) was stirred at room temperature for 10 min. Next, 1-(3-morpholinopropyl)-2-thiourea (143.6 mg, 0.71 mmol) was added. The resulting mixture was heated at 50° C. overnight. After the mixture was allowed to cool to room temperature, it was diluted with 5% sodium hydrogen carbonate in water and then extracted with ethyl acetate (3×20 mL). The extracts wer... The reactants are COC([C@H](CC=1SC(=CC1)C(=C)C)NC(=O)C=1N=C(C2=CC(=CC=C2C1)OC1=CC=C(C=C1)C(C)(C)C)CC1CCCC1)=O (2(S)-{[7-(4-tert-Butyl-phenoxy)-1-cyclopentylmethyl-isoquinoline-3-carbonyl]-amino}-3-(5-isopropenylthiophen-2-yl)-propionic acid methyl ester). The reagents and catalysts are [Pd] (Pd/C). Product: C(C)(C)(C)C1=CC=C(OC2=CC=C3C=C(N=C(C3=C2)CC2CCCC2)C(=O)N[C@H](C(=O)O)CC=2SC(=CC2)C(C)C)C=C1 (2(S)-{[7-(4-tert-Butyl-phenoxy)-1-cyclopentylmethyl-isoquinoline-3-carbonyl]-amino}-3-(5-isopropylthiophen-2-yl)-propionic acid), 2(S)-{[7-(4-tert-Butyl-phenoxy)-1-cyclopentylmethyl-1-isoquinoline-3-carbonyl]-amino}-3-(5-isopropylthiophen-2-yl)-propionic acid methyl ester. Reaction SMILES: C[O:2][C:3](=[O:44])[C@@H:4]([NH:14][C:15]([C:17]1[N:18]=[C:19]([CH2:38][CH:39]2[CH2:43][CH2:42][CH2:41][CH2:40]2)[C:20]2[C:25]([CH:26]=1)=[CH:24][CH:23]=[C:22]([O:27][C:28]1[CH:33]=[CH:32][C:31]([C:34]([CH3:37])([CH3:36])[CH3:35])=[CH:30][CH:29]=1)[CH:21]=2)=[O:16])[CH2:5][C:6]1[S:7][C:8]([C:11]([CH3:13])=[CH2:12])=[CH:9][CH:10]=1>[Pd]>[C:34]([C:31]1[CH:30]=[CH:29][C:28]([O:27][C:22]2[CH:21]=[C:20]3[C:25]([CH:26]=[C:17]([C:15]([NH:14][C@@H:4]([CH2:5][C:6]4[S:7][C:8]([CH:11]([CH3:12])[CH3:13])=[CH:9][CH:10]=4)[C:3]([OH:44])=[O:2])=[O:16])[N:18]=[C:19]3[CH2:38][CH:39]3[CH2:40][CH2:41][CH2:42][CH2:43]3)=[CH:24][CH:23]=2)=[CH:33][CH:32]=1)([CH3:36])([CH3:35])[CH3:37]. Procedure: The title compound was prepared by the treatment of 2(S)-{[7-(4-tert-Butyl-phenoxy)-1-cyclopentylmethyl-isoquinoline-3-carbonyl]-amino}-3-(5-isopropenylthiophen-2-yl)-propionic acid methyl ester (prepared in Example 29) with Pd/C and H2 gas (1 atm) by the general procedure N to afford 2(S)-{[7-(4-tert-Butyl-phenoxy)-1-cyclopentylmethyl-1-isoquinoline-3-carbonyl]-amino}-3-(5-isopropylthiophen-2-yl)-propionic acid methyl ester. This ester was hydrolyzed by the general procedure C to afford the tit...